describe an organic reaction: reactants, conditions, products, and yield From a dataset of the Open Reaction Database (ORD), a public repository of structured organic reaction records. Reactants: [N+](=O)([O-])C1=C(C=CC(=C1)[N+](=O)[O-])O (2,4-dinitrophenol), [H][H] (Hydrogen), aqueous solution, Cl (hydrochloric acid). Conditions: temperature 150 celsius, time 4 hour. Product: NC1=C(C=CC(=C1)N)O (2,4-diaminophenol). Isolated yield 118.6%. RXN SMILES: [N+:1]([C:4]1[CH:9]=[C:8]([N+:10]([O-])=O)[CH:7]=[CH:6][C:5]=1[OH:13])([O-])=O.Cl.[H][H]>>[NH2:1][C:4]1[CH:9]=[C:8]([NH2:10])[CH:7]=[CH:6][C:5]=1[OH:13]. Procedure details: Into the reactor described in Example 6 there are placed 30 g of 2,4-dinitrophenol and 30 ml of a 37% aqueous solution of hydrochloric acid. The resulting suspension is thoroughly intermixed. The reactor is then hermetically closed with a cover, whereinto a thin-wall coiled tube is soldered. Hydrogen is continuously admitted into the tube under the pressure of 60 atm at the rate of 25 ml/min. The reactor is heated to the temperature of 150° C. and pressure therein over the suspension is increase... Reaction SMILES: [CH:1]1([N:4]2[CH2:5][CH2:6][N:7]([C:11]([O:12][C:13]([CH3:14])([CH3:15])[CH3:16])=[O:17])[S:8]2(=[O:9])=[O:10])[CH2:2][CH2:3]1.[Cl:18][CH2:19][Cl:20].[OH:21][C:22]([C:23]([F:24])([F:25])[F:26])=[O:27]>>[CH:1]1([N:4]2[CH2:5][CH2:6][NH:7][S:8]2(=[O:9])=[O:10])[CH2:2][CH2:3]1. The product is O=S1(=O)NCCN1C1CC1. The reactants are CC(C)(C)OC(=O)N1CCN(C2CC2)S1(=O)=O, ClCCl, O=C(O)C(F)(F)F. Reactants: CC([C@H](C(=O)O)N1C(C2=CC=C(C=C2C1)C1=CC=C(C=C1)NC(=O)NC1=CC(=CC=C1)C(F)(F)F)=O)C ((R)-3-Methyl-2-(1-oxo-5-(4-(3-(3-(trifluoromethyl)phenyl)ureido)phenyl)isoindolin-2-yl)butanoic acid), COC[C@@H](C(=O)OC)N1C(C2=CC=C(C=C2C1)C1=CC=C(C=C1)NC(=O)NC1=CC(=CC=C1)C(F)(F)F)=O ((S)-Methyl 3-methoxy-2-(1-oxo-5-(4-(3-(3-(trifluoromethyl)phenyl)ureido)phenyl)isoindolin-2-yl)propanoate). Yields the product COC[C@@H](C(=O)O)N1C(C2=CC=C(C=C2C1)C1=CC=C(C=C1)NC(=O)NC1=CC(=CC=C1)C(F)(F)F)=O ((S)-3-Methoxy-2-(1-oxo-5-(4-(3-(3-(trifluoromethyl)phenyl)ureido)phenyl)isoindolin-2-yl)propanoic acid). Yield: 89.0%. Reaction SMILES: CC(C)[C@@H](N1CC2C(=CC=C(C3C=CC(NC(NC4C=CC=C(C(F)(F)F)C=4)=O)=CC=3)C=2)C1=O)C(O)=O.[CH3:38][O:39][CH2:40][C@H:41]([N:46]1[CH2:54][C:53]2[C:48](=[CH:49][CH:50]=[C:51]([C:55]3[CH:60]=[CH:59][C:58]([NH:61][C:62]([NH:64][C:65]4[CH:70]=[CH:69][CH:68]=[C:67]([C:71]([F:74])([F:73])[F:72])[CH:66]=4)=[O:63])=[CH:57][CH:56]=3)[CH:52]=2)[C:47]1=[O:75])[C:42]([O:44]C)=[O:43]>>[CH3:38][O:39][CH2:40][C@H:41]([N:46]1[CH2:54][C:53]2[C:48](=[CH:49][CH:50]=[C:51]([C:55]3[CH:56]=[CH:57][C:58]([NH:61][C:62]([NH:64][C:65]4[CH:70]=[CH:69][CH:68]=[C:67]([C:71]([F:74])([F:72])[F:73])[CH:66]=4)=[O:63])=[CH:59][CH:60]=3)[CH:52]=2)[C:47]1=[O:75])[C:42]([OH:44])=[O:43]. Procedure: The compound of example 385 was prepared analogous to the compound of example 361 by hydrolysis of the compound of example 384. The reactants are FC1=C(C(=O)NN)C=CC(=C1)F (2,4-difluorobenzoic acid hydrazide), Cl.C(C)OC(CS(=O)(=O)C1=CC=CC=C1)=N (2-(phenylsulfonyl)-ethanimidic acid ethyl ester hydrochloride), C([O-])(O)=O.[Na+] (sodiumbicarbonate), [OH-].[Na+] (sodium hydoxide). Solvent: C(Cl)(Cl)Cl (chloroform), C(Cl)(Cl)Cl (chloroform). The product is NC(CS(=O)(=O)C1=CC=CC=C1)=NNC(C1=C(C=C(C=C1)F)F)=O (2,4-difluoro-benzoic acid (1-amino-2-benzenesulfonyl-ethylidene)-hydrazide). Isolated yield 41.5%. As a reaction SMILES: Cl.C(O[C:5](=[NH:16])[CH2:6][S:7]([C:10]1[CH:15]=[CH:14][CH:13]=[CH:12][CH:11]=1)(=[O:9])=[O:8])C.[OH-].[Na+].C(=O)(O)[O-].[Na+].[F:24][C:25]1[CH:34]=[C:33]([F:35])[CH:32]=[CH:31][C:26]=1[C:27]([NH:29][NH2:30])=[O:28]>C(Cl)(Cl)Cl>[NH2:16][C:5](=[N:30][NH:29][C:27](=[O:28])[C:26]1[CH:31]=[CH:32][C:33]([F:35])=[CH:34][C:25]=1[F:24])[CH2:6][S:7]([C:10]1[CH:15]=[CH:14][CH:13]=[CH:12][CH:11]=1)(=[O:9])=[O:8] |f:0.1,2.3,4.5|. Reported procedure: A suspension of 15.3 g (0.058 mol) 2-(phenylsulfonyl)-ethanimidic acid ethyl ester hydrochloride in 125 ml chloroform was treated with 58.1 ml 1N aqueous sodium hydoxide. 18 ml of a saturated aqueous sodiumbicarbonate solution was added and the mixture was extracted with chloroform. The extracts were combined and dried with sodium sulfate and the solvents were distilled off under reduced pressure. The resulting colorless oil was stirred together with 10.0 g (0.058 mol) 2,4-difluorobenzoic acid h... Starting materials: N(N)C=1SC2=C(N1)C=CC=C2 (2-Hydrazinobenzothiazole), NC(=O)N (urea), N (ammonia). The product is N=1N=C(N2C1SC1=C2C=CC=C1)O (s-Triazolo(3,4-b)benzothiazol-3-ol). As a reaction SMILES: [NH:1]([C:3]1[S:4][C:5]2[CH:11]=[CH:10][CH:9]=[CH:8][C:6]=2[N:7]=1)[NH2:2].N[C:13](N)=[O:14].N>>[N:1]1[N:2]=[C:13]([OH:14])[N:7]2[C:6]3[CH:8]=[CH:9][CH:10]=[CH:11][C:5]=3[S:4][C:3]=12. Reported procedure: 2-Hydrazinobenzothiazole (100 grams) and urea (100 grams) were fused on an oil bath at about 180° C. for about an hour, by which time the molten material had solidified and evolution of ammonia had ceased. The solid thus obtained, the desired s-triazolo(3,4-b)benzothiazol-3-ol, was recrystallized twice from methanol, m.p., 235° C. As a reaction SMILES: [BH4-:41].[CH2:1]([c:2]1[cH:3][cH:4][cH:5][cH:6][cH:7]1)[O:8][c:9]1[cH:10][cH:11][c:12]([C:15]2([C:33](=[O:34])[O:35][CH2:36][CH3:37])[C:16](=[O:32])[c:17]3[c:18]([O:30][CH3:31])[c:19]([O:28][CH3:29])[c:20]([O:26][CH3:27])[c:21]([O:24][CH3:25])[c:22]3[CH2:23]2)[cH:13][cH:14]1.[CH3:38][CH2:39][OH:40].[ClH:43].[Na+:42].[OH2:44]>>[CH2:1]([c:2]1[cH:3][cH:4][cH:5][cH:6][cH:7]1)[O:8][c:9]1[cH:10][cH:11][c:12]([C:15]2([C:33](=[O:34])[O:35][CH2:36][CH3:37])[CH:16]([OH:32])[c:17]3[c:18]([O:30][CH3:31])[c:19]([O:28][CH3:29])[c:20]([O:26][CH3:27])[c:21]([O:24][CH3:25])[c:22]3[CH2:23]2)[cH:13][cH:14]1. The product is CCOC(=O)C1(c2ccc(OCc3ccccc3)cc2)Cc2c(OC)c(OC)c(OC)c(OC)c2C1O. The reactants are [BH4-], CCOC(=O)C1(c2ccc(OCc3ccccc3)cc2)Cc2c(OC)c(OC)c(OC)c(OC)c2C1=O, CCO, Cl, [Na+], O. Reactants: CO, [Cl-], COC(=O)c1cc2c(Oc3ccc([N+](=O)[O-])cc3Cl)ccnc2cc1OC, [Fe], COc1cc2nccc(Oc3ccc(N)cc3F)c2cc1C(=O)OC(C)(C)C, [NH4+], C1CCOC1, O. The product is COC(=O)c1cc2c(Oc3ccc(N)cc3Cl)ccnc2cc1OC. As a reaction SMILES: [CH3:64][OH:65].[Cl-:56].[Cl:29][c:30]1[c:31]([O:32][c:33]2[cH:34][cH:35][n:36][c:37]3[cH:38][c:39]([O:47][CH3:48])[c:40]([C:43](=[O:44])[O:45][CH3:46])[cH:41][c:42]23)[cH:49][cH:50][c:51]([N+:53]([O-:54])=[O:55])[cH:52]1.[Fe:58].[NH2:1][c:2]1[cH:3][cH:4][c:5]([O:6][c:7]2[c:8]3[c:9]([cH:10][c:11]([O:12][CH3:13])[c:14]([C:15]([O:16][C:17]([CH3:18])([CH3:19])[CH3:20])=[O:21])[cH:22]3)[n:23][cH:24][cH:25]2)[c:26]([F:27])[cH:28]1.[NH4+:57].[O:59]1[CH2:60][CH2:61][CH2:62][CH2:63]1.[OH2:66]>>[Cl:29][c:30]1[c:31]([O:32][c:33]2[cH:34][cH:35][n:36][c:37]3[cH:38][c:39]([O:47][CH3:48])[c:40]([C:43](=[O:44])[O:45][CH3:46])[cH:41][c:42]23)[cH:49][cH:50][c:51]([NH2:53])[cH:52]1.